From a dataset of the Open Reaction Database (ORD), a public repository of structured organic reaction records. describe an organic reaction: reactants, conditions, products, and yield Starting materials: BrC1=CC=2N(C=C1)C=C(N2)CNS(=O)(=O)C (N-(7-Bromo-imidazo[1,2-a]pyridin-2-ylmethyl)-methane sulfonamide), C(C)(C)(C)OC(=O)N1C(O[C@@H]([C@H]1CF)C1=CC=C(C=C1)B1OC(C(O1)(C)C)(C)C)(C)C ((4S,5R)-4-Fluoromethyl-2,2-dimethyl-5-[4-(4,4,5,5-tetramethyl-[1,3,2]dioxaborolan-2-yl)-phenyl]-oxazolidine-3-carboxylic acid tert-butyl ester), O (water), C(=O)([O-])[O-].[Na+].[Na+] (Na2CO3). Reagents/catalysts: Cl[Pd]([P](C1=CC=CC=C1)(C2=CC=CC=C2)C3=CC=CC=C3)([P](C4=CC=CC=C4)(C5=CC=CC=C5)C6=CC=CC=C6)Cl (Pd(PPh3)2Cl2). Solvent: C(OC)COC (dimethoxyethane). The product is C(C)(C)(C)OC(=O)N1C(O[C@@H]([C@H]1CF)C1=CC=C(C=C1)C1=CC=2N(C=C1)C=C(N2)CNS(=O)(=O)C)(C)C ((4S,5R)-4-Fluoromethyl-5-{4-[2-(methanesulfonylamino-methyl)-imidazo[1,2-a]pyridin-7-yl]-phenyl}-2,2-dimethyl-oxazolidine-3-carboxylic acid tert-butyl ester). Yield: 60.4%. Reaction SMILES: Br[C:2]1[CH:7]=[CH:6][N:5]2[CH:8]=[C:9]([CH2:11][NH:12][S:13]([CH3:16])(=[O:15])=[O:14])[N:10]=[C:4]2[CH:3]=1.[C:17]([O:21][C:22]([N:24]1[C@H:28]([CH2:29][F:30])[C@@H:27]([C:31]2[CH:36]=[CH:35][C:34](B3OC(C)(C)C(C)(C)O3)=[CH:33][CH:32]=2)[O:26][C:25]1([CH3:47])[CH3:46])=[O:23])([CH3:20])([CH3:19])[CH3:18].O.C([O-])([O-])=O.[Na+].[Na+]>C(COC)OC.Cl[Pd](Cl)([P](C1C=CC=CC=1)(C1C=CC=CC=1)C1C=CC=CC=1)[P](C1C=CC=CC=1)(C1C=CC=CC=1)C1C=CC=CC=1>[C:17]([O:21][C:22]([N:24]1[C@H:28]([CH2:29][F:30])[C@@H:27]([C:31]2[CH:32]=[CH:33][C:34]([C:2]3[CH:7]=[CH:6][N:5]4[CH:8]=[C:9]([CH2:11][NH:12][S:13]([CH3:16])(=[O:15])=[O:14])[N:10]=[C:4]4[CH:3]=3)=[CH:35][CH:36]=2)[O:26][C:25]1([CH3:47])[CH3:46])=[O:23])([CH3:20])([CH3:18])[CH3:19] |f:3.4.5,^1:63,82|. Reported procedure: To the solution of N-(7-Bromo-imidazo[1,2-a]pyridin-2-ylmethyl)-methane sulfonamide (71 mg. 0.233 mmol) and (4S,5R)-4-Fluoromethyl-2,2-dimethyl-5-[4-(4,4,5,5-tetramethyl-[1,3,2]dioxaborolan-2-yl)-phenyl]-oxazolidine-3-carboxylic acid tert-butyl ester (111 mg, 0.256 mmol) in dimethoxyethane:water (2.2 mL:0.5 mL) in a microwave tube is added Na2CO3 (62 mg, 0.583 mmol) at room temperature. The resulting reaction mixture is degassed with nitrogen for 30 minutes then added Pd(PPh3)2Cl2 (9 mg, 0.0116 ...